Dataset: the Open Reaction Database (ORD), a public repository of structured organic reaction records. Task: describe an organic reaction: reactants, conditions, products, and yield Reactants: BrC1=CC(=CC2=C1N=C(O2)C)[N+](=O)[O-] (4-bromo-2-methyl-6-nitro-benzooxazole). Reagents/catalysts: [Fe] (iron). The solvent is CC(=O)O (AcOH). Yields the product BrC1=CC(=CC2=C1N=C(O2)C)N (4-Bromo-2-methyl-6-amino-benzooxazole). Reaction SMILES: [Br:1][C:2]1[C:7]2[N:8]=[C:9]([CH3:11])[O:10][C:6]=2[CH:5]=[C:4]([N+:12]([O-])=O)[CH:3]=1>[Fe].CC(O)=O>[Br:1][C:2]1[C:7]2[N:8]=[C:9]([CH3:11])[O:10][C:6]=2[CH:5]=[C:4]([NH2:12])[CH:3]=1. Reported procedure: To a solution of 720 mg of 4-bromo-2-methyl-6-nitro-benzooxazole in 45 mL ETOH was added 642 mg of iron powder and 8.5 mL of AcOH. Solution was refluxed for 2.5 h, during which a chalky white color formed. Solvent was removed, solid was dissolved back into DCM and filtered through Celite. The filtrate was washed with satd. NaHCO3 and brine, dried over MgSO4, and solvent evaporated. 690 mg of title compound as a brown solid was recovered. Starting materials: ice water, ClC1=CC2=C(SC(=CC2=O)SC)S1 (2-Chloro-6-methylthio-4-oxo-4H-thieno[2,3-b]thiopyran), Cl.C(C)NCC (diethylamine hydrochloride), C=O (paraformaldehyde), C([O-])([O-])=O.[K+].[K+] (potassium carbonate). The solvent is C(C)(=O)O (acetic acid), CO (methanol), O (water). Product: ClC1=CC2=C(SC(=C(C2=O)CO)SC)S1 (2-chloro-5-hydroxymethyl-6-methylthio-4-oxo-4H-thieno[2,3-b]thiopyran). The yield is 46.5%. As a reaction SMILES: [Cl:1][C:2]1[S:13][C:5]2[S:6][C:7]([S:11][CH3:12])=[CH:8][C:9](=[O:10])[C:4]=2[CH:3]=1.Cl.C(NCC)C.C=O.[C:22](=O)([O-])[O-:23].[K+].[K+]>CO.O.C(O)(=O)C>[Cl:1][C:2]1[S:13][C:5]2[S:6][C:7]([S:11][CH3:12])=[C:8]([CH2:22][OH:23])[C:9](=[O:10])[C:4]=2[CH:3]=1 |f:1.2,4.5.6|. Procedure details: 2-Chloro-6-methylthio-4-oxo-4H-thieno[2,3-b]thiopyran (6.64 g, 0.027 mol), diethylamine hydrochloride (19.65 g, 0.24 mol) and paraformaldehyde (17.16 g) were added to an aqueous solution of 80% acetic acid and refluxed under heating for 30 hours. The solvent was removed under reduced pressure. The residue was added with ice water and stirred for a while, and supernatant was removed. The remaining viscous matter was dissolved in dimethylformamide (150 ml), filtered for removal of the insoluble ma... The reactants are CN(C)c1cccc(Br)n1, O=C([O-])O, [Li]CCCC, CCCC[Sn](Cl)(CCCC)CCCC, CCOC(C)=O, [Na+], C1CCOC1. The product is CCCC[Sn](CCCC)(CCCC)c1cccc(N(C)C)n1. Reaction SMILES: [Br:1][c:2]1[cH:3][cH:4][cH:5][c:6]([N:8]([CH3:9])[CH3:10])[n:7]1.[C:35](=[O:36])([OH:37])[O-:38].[CH2:11]([Li:12])[CH2:13][CH2:14][CH3:15].[CH2:16]([CH2:17][CH2:18][CH3:19])[Sn:20]([CH2:21][CH2:22][CH2:23][CH3:24])([CH2:25][CH2:26][CH2:27][CH3:28])[Cl:29].[CH3:40][CH2:41][O:42][C:43](=[O:44])[CH3:45].[Na+:39].[O:30]1[CH2:31][CH2:32][CH2:33][CH2:34]1>>[c:2]1([Sn:20]([CH2:16][CH2:17][CH2:18][CH3:19])([CH2:21][CH2:22][CH2:23][CH3:24])[CH2:25][CH2:26][CH2:27][CH3:28])[cH:3][cH:4][cH:5][c:6]([N:8]([CH3:9])[CH3:10])[n:7]1. Reactants: BrC=1C=CC(=C(C(=O)OC)C1)NC1=CC(=C(C=C1OC)C1=CC(=C(C=C1)Cl)C)F (methyl 5-bromo-2-((4′-chloro-2-fluoro-5-methoxy-3′-methyl-[1,1′-biphenyl]-4-yl)amino)benzoate), C(C)OCC (ethyl ether), [H-].[Al+3].[Li+].[H-].[H-].[H-] (lithium aluminum hydride), [OH-].[Na+] (NaOH). The solvent is O (water), O (water). Run at temperature 0 celsius, time 10 minute. Product: BrC=1C=CC(=C(C1)CO)NC1=CC(=C(C=C1OC)C1=CC(=C(C=C1)Cl)C)F ((5-bromo-2-((4′-chloro-2-fluoro-5-methoxy-3′-methyl-[1,1′-biphenyl]-4-yl)amino)phenyl)methanol). As a reaction SMILES: [Br:1][C:2]1[CH:3]=[CH:4][C:5]([NH:12][C:13]2[C:18]([O:19][CH3:20])=[CH:17][C:16]([C:21]3[CH:26]=[CH:25][C:24]([Cl:27])=[C:23]([CH3:28])[CH:22]=3)=[C:15]([F:29])[CH:14]=2)=[C:6]([CH:11]=1)[C:7](OC)=[O:8].C(OCC)C.[H-].[Al+3].[Li+].[H-].[H-].[H-].[OH-].[Na+]>O>[Br:1][C:2]1[CH:3]=[CH:4][C:5]([NH:12][C:13]2[C:18]([O:19][CH3:20])=[CH:17][C:16]([C:21]3[CH:26]=[CH:25][C:24]([Cl:27])=[C:23]([CH3:28])[CH:22]=3)=[C:15]([F:29])[CH:14]=2)=[C:6]([CH2:7][OH:8])[CH:11]=1 |f:2.3.4.5.6.7,8.9|. Procedure details: A flask was charged with methyl 5-bromo-2-((4′-chloro-2-fluoro-5-methoxy-3′-methyl-[1,1′-biphenyl]-4-yl)amino)benzoate (7.15 g, 14.94 mmol). A septum was attached and the flask was flushed with N2. To the flask was added THF (149 ml) and the solution was cooled to 0° C. An ethyl ether solution of lithium aluminum hydride solution (17.92 ml, 17.92 mmol, 1M) was added dropwise via syringe to generate an orange solution. After 10 minutes, water (0.68 mL), and 15% NaOH (0.68 mL) were added. The mixt...